Dataset: the Open Reaction Database (ORD), a public repository of structured organic reaction records. Task: describe an organic reaction: reactants, conditions, products, and yield The reactants are COC1=CC=C(C=C1)B(O)O (4-methoxybenzeneboronic acid), ClC=1C=C(N=NC1)CN1C(=NC=C1)C (5-chloro-3-(2-methyl-imidazol-1-yl-methyl)-pyridazine). The product is Cl.COC1=CC=C(C=C1)C=1C=C(N=NC1)CN1C(=NC=C1)C (5-(4-Methoxy-phenyl)-3-(2-methyl-imidazol-1-yl-methyl)-pyridazine hydrochloride). As a reaction SMILES: [CH3:1][O:2][C:3]1[CH:8]=[CH:7][C:6](B(O)O)=[CH:5][CH:4]=1.[Cl:12][C:13]1[CH:14]=[C:15]([CH2:19][N:20]2[CH:24]=[CH:23][N:22]=[C:21]2[CH3:25])[N:16]=[N:17][CH:18]=1>>[ClH:12].[CH3:1][O:2][C:3]1[CH:8]=[CH:7][C:6]([C:13]2[CH:14]=[C:15]([CH2:19][N:20]3[CH:24]=[CH:23][N:22]=[C:21]3[CH3:25])[N:16]=[N:17][CH:18]=2)=[CH:5][CH:4]=1 |f:2.3|. Procedure: The title compound, MS: m/e=281.2 (M+H+), was prepared from 4-methoxybenzeneboronic acid and 5-chloro-3-(2-methyl-imidazol-1-yl-methyl)-pyridazine. Starting materials: C(C)(C)(C)OC(=O)N1CCC(CC1)N1N=CC=2C1=NC=NC2NC2=C(C=C(C=C2)S(=O)(=O)C)F (4-[4-(2-Fluoro-4-methanesulfonyl-phenylamino)-pyrazolo[3,4-d]pyrimidin-1-yl]-piperidine-1-carboxylic acid tert-butyl ester), FC(C(=O)O)(F)F (trifluoroacetic acid), C(C1=CC=CC=C1)Br (benzyl bromide). Solvent: ClCCl (dichloromethane). The product is C(C1=CC=CC=C1)N1CCC(CC1)N1N=CC=2C1=NC=NC2NC2=C(C=C(C=C2)S(=O)(=O)C)F ([1-(1-Benzyl-piperidin-4-yl)-1H-pyrazolo[3,4-d]pyrimidin-4-yl]-(2-fluoro-4-methanesulfonylphenyl)-amine). Reaction SMILES: C(OC([N:8]1[CH2:13][CH2:12][CH:11]([N:14]2[C:18]3=[N:19][CH:20]=[N:21][C:22]([NH:23][C:24]4[CH:29]=[CH:28][C:27]([S:30]([CH3:33])(=[O:32])=[O:31])=[CH:26][C:25]=4[F:34])=[C:17]3[CH:16]=[N:15]2)[CH2:10][CH2:9]1)=O)(C)(C)C.FC(F)(F)C(O)=O.[CH2:42](Br)[C:43]1[CH:48]=[CH:47][CH:46]=[CH:45][CH:44]=1>ClCCl>[CH2:42]([N:8]1[CH2:9][CH2:10][CH:11]([N:14]2[C:18]3=[N:19][CH:20]=[N:21][C:22]([NH:23][C:24]4[CH:29]=[CH:28][C:27]([S:30]([CH3:33])(=[O:31])=[O:32])=[CH:26][C:25]=4[F:34])=[C:17]3[CH:16]=[N:15]2)[CH2:12][CH2:13]1)[C:43]1[CH:48]=[CH:47][CH:46]=[CH:45][CH:44]=1. Reported procedure: [1-(1-Benzyl-piperidin-4-yl)-1H-pyrazolo[3,4-d]pyrimidin-4-yl]-(2-fluoro-4-methanesulfonylphenyl)-amine was prepared according to General Procedure F by the reaction of 4-[4-(2-fluoro-4-methanesulfonyl-phenylamino)-pyrazolo[3,4-d]pyrimidin-1-yl]-piperidine-1-carboxylic acid tert-butyl ester (Example 1) with trifluoroacetic acid in dichloromethane followed by reaction with benzyl bromide (available from Aldrich Chemical Company, Inc., Milwaukee, Wis., USA). 1H NMR (400 MHz, DMSO-d6) δ 1.87-1.90 (...